Dataset: the Open Reaction Database (ORD), a public repository of structured organic reaction records. Task: describe an organic reaction: reactants, conditions, products, and yield Reactants: NC1=C(C(=CC=C1)N)NCCCC(=O)OCC (ethyl 4-[(2,6-diaminophenyl)amino]butanoate), N,N′-carbonyldiimidazole, O1CCCC1 (tetrahydrofuran). Run at time 16 hour. The product is NC1=CC=CC2=C1N(C(N2)=O)CCCC(=O)OCC (Ethyl 4-(7-amino-2-oxo-2,3-dihydro-1H-benzimidazol-1-yl)butanoate). The yield is 68.0%. RXN SMILES: [NH2:1][C:2]1[CH:7]=[CH:6][CH:5]=[C:4]([NH2:8])[C:3]=1[NH:9][CH2:10][CH2:11][CH2:12][C:13]([O:15][CH2:16][CH3:17])=[O:14].[O:18]1CCC[CH2:19]1>>[NH2:8][C:4]1[C:3]2[N:9]([CH2:10][CH2:11][CH2:12][C:13]([O:15][CH2:16][CH3:17])=[O:14])[C:19](=[O:18])[NH:1][C:2]=2[CH:7]=[CH:6][CH:5]=1. Procedure details: A mixture of ethyl 4-[(2,6-diaminophenyl)amino]butanoate (35.1 g, 0.148 mol), N,N′-carbonyldiimidazole (74.5 g, 0.444 mol) in tetrahydrofuran (600 mL) was stirred at room temperature for 16 hr. The mixture was concentrated, and the residue was washed with ethyl acetate/diisopropyl ether to give the title compound as a colorless powder (26.5 g, 0.101 mol, 68%). Reactants: Br, CCCCC(C#N)(Cn1cncn1)c1ccc(Cl)cc1Cl, CCOC(C)=O, Cl, [NH4+], [OH-]. The product is CCCCC(Cn1cncn1)(C(N)=O)c1ccc(Cl)cc1Cl. RXN SMILES: [BrH:22].[CH2:1]([CH2:2][CH2:3][CH3:4])[C:5]([C:6]#[N:7])([CH2:8][n:9]1[n:10][cH:11][n:12][cH:13]1)[c:14]1[c:15]([Cl:21])[cH:16][c:17]([Cl:20])[cH:18][cH:19]1.[CH3:26][CH2:27][O:28][C:29](=[O:30])[CH3:31].[ClH:25].[NH4+:23].[OH-:24]>>[CH2:1]([CH2:2][CH2:3][CH3:4])[C:5]([C:6]([NH2:7])=[O:24])([CH2:8][n:9]1[n:10][cH:11][n:12][cH:13]1)[c:14]1[c:15]([Cl:21])[cH:16][c:17]([Cl:20])[cH:18][cH:19]1. Reactants: CCOC(=O)C1=C(c2ccccc2)c2ccc(OC)cc2C1Br, C1CCOC1, [I-], NCc1ccccc1, [Na+]. The product is CCOC(=O)C1=C(c2ccccc2)c2ccc(OC)cc2C1NCc1ccccc1. Reaction SMILES: [CH2:1]([CH3:2])[O:3][C:4](=[O:5])[C:6]1=[C:14]([c:15]2[cH:16][cH:17][cH:18][cH:19][cH:20]2)[c:13]2[c:8]([cH:9][c:10]([O:21][CH3:22])[cH:11][cH:12]2)[CH:7]1[Br:23].[CH2:34]1[O:35][CH2:36][CH2:37][CH2:38]1.[I-:33].[NH2:24][CH2:25][c:26]1[cH:27][cH:28][cH:29][cH:30][cH:31]1.[Na+:32]>>[CH2:1]([CH3:2])[O:3][C:4](=[O:5])[C:6]1=[C:14]([c:15]2[cH:16][cH:17][cH:18][cH:19][cH:20]2)[c:13]2[c:8]([cH:9][c:10]([O:21][CH3:22])[cH:11][cH:12]2)[CH:7]1[NH:24][CH2:25][c:26]1[cH:27][cH:28][cH:29][cH:30][cH:31]1. Reactants: BrC1=C(C=C(C=C1)Cl)I (1-bromo-4-chloro-2-iodobenzene), C(C)OC(C#C)(OCC)OCC (3,3,3-triethoxyprop-1-yne), TEA. The reagents and catalysts are [Cu]I (copper(I) iodide), Cl[Pd]([P](C1=CC=CC=C1)(C2=CC=CC=C2)C3=CC=CC=C3)([P](C4=CC=CC=C4)(C5=CC=CC=C5)C6=CC=CC=C6)Cl (trans-dichlorobis(triphenylphosphine)palladium(II)). The solvent is C(C)#N (ACN). Reaction conditions: temperature 23 celsius, time 2 hour. Yields the product BrC1=C(C=C(C=C1)Cl)C#CC(OCC)(OCC)OCC (1-bromo-4-chloro-2-(3,3,3-triethoxyprop-1-ynyl)benzene). Yield: 91.0%. As a reaction SMILES: [Br:1][C:2]1[CH:7]=[CH:6][C:5]([Cl:8])=[CH:4][C:3]=1I.[CH2:10]([O:12][C:13]([O:19][CH2:20][CH3:21])([O:16][CH2:17][CH3:18])[C:14]#[CH:15])[CH3:11]>[Cu]I.Cl[Pd](Cl)([P](C1C=CC=CC=1)(C1C=CC=CC=1)C1C=CC=CC=1)[P](C1C=CC=CC=1)(C1C=CC=CC=1)C1C=CC=CC=1.C(#N)C>[Br:1][C:2]1[CH:7]=[CH:6][C:5]([Cl:8])=[CH:4][C:3]=1[C:15]#[C:14][C:13]([O:16][CH2:17][CH3:18])([O:12][CH2:10][CH3:11])[O:19][CH2:20][CH3:21] |^1:26,45|. Procedure: A suspension of 1-bromo-4-chloro-2-iodobenzene (2.5 g, 7.9 mmol), 3,3,3-triethoxyprop-1-yne (2.4 g, 13.9 mmol), copper(I) iodide, (455 mg, 2.3 mmol), and trans-dichlorobis(triphenylphosphine)palladium(II) (559 mg, 0.79 mmol) was treated with ACN (30 mL). The reaction was capped, evacuated under vacuum, backfilled with argon, and treated with TEA (9.9 mL, 71.6 mmol). The reaction was stirred at 23° C. After 2 hours, the reaction mixture was concentrated in vacuo to remove all solvents, diluted wi... Starting materials: CC1=C(C(=NO1)C1=C(C=CC=C1)C(F)(F)F)C(=O)O (5-methyl-3-(2-(trifluoromethyl)phenyl)isoxazol-4-carboxylic acid), Cl.C(C)N=C=NCCCN(C)C (1-ethyl-3-(dimethylaminopropyl)carbodiimide hydrochloride), FC1=C(C=CC=C1)N1CCNCC1 (1-(2-fluorophenyl)piperazine). Solvent: ClCCl (dichloromethane). Run at time 8 hour. The product is FC1=C(C=CC=C1)N1CCN(CC1)C(=O)C=1C(=NOC1C)C1=C(C=CC=C1)C(F)(F)F ((4-(2-fluorophenyl)piperazine-1-yl)(5-methyl-3-(2-(trifluoromethyl)phenyl)isoxazol-4-yl)methanone). Isolated yield 72.8%. RXN SMILES: [CH3:1][C:2]1[O:6][N:5]=[C:4]([C:7]2[CH:12]=[CH:11][CH:10]=[CH:9][C:8]=2[C:13]([F:16])([F:15])[F:14])[C:3]=1[C:17]([OH:19])=O.Cl.C(N=C=NCCCN(C)C)C.[F:32][C:33]1[CH:38]=[CH:37][CH:36]=[CH:35][C:34]=1[N:39]1[CH2:44][CH2:43][NH:42][CH2:41][CH2:40]1>ClCCl>[F:32][C:33]1[CH:38]=[CH:37][CH:36]=[CH:35][C:34]=1[N:39]1[CH2:44][CH2:43][N:42]([C:17]([C:3]2[C:4]([C:7]3[CH:12]=[CH:11][CH:10]=[CH:9][C:8]=3[C:13]([F:14])([F:15])[F:16])=[N:5][O:6][C:2]=2[CH3:1])=[O:19])[CH2:41][CH2:40]1 |f:1.2|. Procedure: 5-methyl-3-(2-(trifluoromethyl)phenyl)isoxazol-4-carboxylic acid (500 mg, 1.84 mmol), 1-ethyl-3-(dimethylaminopropyl)carbodiimide hydrochloride (388 mg, 2.02 mmol) and 1-(2-fluorophenyl)piperazine (332 mg, 1.84 mmol) were dissolved in dichloromethane (30 mL), and stirred at room temperature for 8 hours. The resultant solution was washed with saturated sodium carbonate aqueous solution (30 mL), purified water (30 mL) and saturated sodium chloride aqueous solution (30 mL), respectively. Then, the ... Starting materials: CCOc1cc(OC)ccc1C(=O)O, O=S(=O)(O)Cl, ClCCl. Yields the product CCOc1cc(OC)c(S(=O)(=O)Cl)cc1C(=O)O. RXN SMILES: [CH2:1]([CH3:2])[O:3][c:4]1[c:5]([C:6](=[O:7])[OH:8])[cH:9][cH:10][c:11]([O:13][CH3:14])[cH:12]1.[Cl:15][S:16](=[O:17])(=[O:18])[OH:19].[Cl:20][CH2:21][Cl:22]>>[CH2:1]([CH3:2])[O:3][c:4]1[c:5]([C:6](=[O:7])[OH:8])[cH:9][c:10]([S:16]([Cl:15])(=[O:17])=[O:18])[c:11]([O:13][CH3:14])[cH:12]1. The reactants are NC1=C(C=C(C(=C1)N1CCN(CCC1)C)F)[NH-] ([2-amino-5-fluoro-4-(4-methylperhydro-1,4-diazepin-1-yl)phenyl]-amide), O=C1C2=CC=CC=C2C=2C(=CC=CC12)C(=O)O (9-oxo-9H-fluorene-4-carboxylic acid). Solvent: C(C)(=O)O (acetic acid). The product is FC1=CC2=C(NC(=N2)C2=CC=CC=3C(C4=CC=CC=C4C23)=O)C=C1N1CCN(CCC1)C (4-[5-fluoro-6-(4-methyl-perhydro-1,4-diazepin-1-yl)-1H-benzimidazol-2-yl]-9H-fluoren-9-one). Reaction SMILES: [NH2:1][C:2]1[CH:7]=[C:6]([N:8]2[CH2:14][CH2:13][CH2:12][N:11]([CH3:15])[CH2:10][CH2:9]2)[C:5]([F:16])=[CH:4][C:3]=1[NH-:17].[O:18]=[C:19]1[C:31]2[CH:30]=[CH:29][CH:28]=[C:27]([C:32](O)=O)[C:26]=2[C:25]2[C:20]1=[CH:21][CH:22]=[CH:23][CH:24]=2>C(O)(=O)C>[F:16][C:5]1[C:6]([N:8]2[CH2:14][CH2:13][CH2:12][N:11]([CH3:15])[CH2:10][CH2:9]2)=[CH:7][C:2]2[NH:1][C:32]([C:27]3[C:26]4[C:25]5[C:20](=[CH:21][CH:22]=[CH:23][CH:24]=5)[C:19](=[O:18])[C:31]=4[CH:30]=[CH:29][CH:28]=3)=[N:17][C:3]=2[CH:4]=1. Reported procedure: The procedure used in Example 68 is followed. In a 100 ml round-bottomed flask under an argon atmosphere, reflux, for 6 hours, a suspension of 950 mg of [2-amino-5-fluoro-4-(4-methylperhydro-1,4-diazepin-1-yl)phenyl]-amide of 9-oxo-9H-fluorene-4-carboxylic acid, obtained in the previous stage, in 15 ml of acetic acid. After purification by formation of a paste with diisopropyl ether, in this way we obtain 950 mg of 4-[5-fluoro-6-(4-methyl-perhydro-1,4-diazepin-1-yl)-1H-benzimidazol-2-yl]-9H-fluo... Starting materials: [BH4-].[Na+] (sodium borohydride), FC1=CC=C(C=C1C1=C(C=CC=C1C)C)C=O (6-fluoro-2′,6′-dimethylbiphenyl-3-carbaldehyde). Run in C(C)O (ethanol). Conditions: time 1 hour. Product: FC1=CC=C(C=C1C1=C(C=CC=C1C)C)CO ((6-fluoro-2′,6′-dimethylbiphenyl-3-yl)methanol). Reaction SMILES: [BH4-].[Na+].[F:3][C:4]1[C:9]([C:10]2[C:15]([CH3:16])=[CH:14][CH:13]=[CH:12][C:11]=2[CH3:17])=[CH:8][C:7]([CH:18]=[O:19])=[CH:6][CH:5]=1>C(O)C>[F:3][C:4]1[C:9]([C:10]2[C:15]([CH3:16])=[CH:14][CH:13]=[CH:12][C:11]=2[CH3:17])=[CH:8][C:7]([CH2:18][OH:19])=[CH:6][CH:5]=1 |f:0.1|. Procedure details: In an atmosphere of nitrogen, tetrakistriphenylphosphine palladium was added to a mixture of 2-bromo-1,3-dimethylbenzene, 2-fluoro-5-formylphenyl boronic acid, a 1 M sodium carbonate aqueous solution, ethanol and toluene, followed by stirring at 80° C. for 8 hours to obtain 6-fluoro-2′,6′-dimethylbiphenyl-3-carbaldehyde. Under cooling on an ice-methanol bath, sodium borohydride was added in small portions to an ethanol solution of the resulting 6-fluoro-2′,6′-dimethylbiphenyl-3-carbaldehyde, and...